From a dataset of the Open Reaction Database (ORD), a public repository of structured organic reaction records. describe an organic reaction: reactants, conditions, products, and yield Reactants: CI (MeI), C(C)(C)(C)OC(=O)N1CCN(CCC1)C1=CC(=C(C=C1)NS(=O)(=O)C1=CC=CC=C1)NS(=O)(=O)C (N-{4-(4-t-butyloxycarbonyl-1,4-diazepan-1-yl)-2-[(methylsulfonyl)amino]phenyl}benzenesulfonamide), C(=O)([O-])[O-].[K+].[K+] (K2CO3). Solvent: CC(=O)C (acetone). Run at time 2 hour. The product is C(C)(C)(C)OC(=O)N1CCN(CCC1)C1=CC(=C(C=C1)NS(=O)(=O)C1=CC=CC=C1)N(S(=O)(=O)C)C (N-{4-(4-t-butyloxycarbonyl 1,4-diazepan-1-yl)-2-[methyl(methylsulfonyl)amino]-phenyl}benzenesulfonamide), C(C)(C)(C)OC(=O)N1CCN(CCC1)C1=CC(=C(C=C1)N(S(=O)(=O)C1=CC=CC=C1)C)NS(=O)(=O)C (N-{4-(4-t-butyloxycarbonyl 1,4-diazepan-1-yl)-2-[(methylsulfonyl)amino]phenyl}-N-methyl-benzenesulfonamide). As a reaction SMILES: CI.[C:3]([O:7][C:8]([N:10]1[CH2:16][CH2:15][CH2:14][N:13]([C:17]2[CH:22]=[CH:21][C:20]([NH:23][S:24]([C:27]3[CH:32]=[CH:31][CH:30]=[CH:29][CH:28]=3)(=[O:26])=[O:25])=[C:19]([NH:33][S:34]([CH3:37])(=[O:36])=[O:35])[CH:18]=2)[CH2:12][CH2:11]1)=[O:9])([CH3:6])([CH3:5])[CH3:4].[C:38]([O-])([O-])=O.[K+].[K+]>CC(C)=O>[C:3]([O:7][C:8]([N:10]1[CH2:16][CH2:15][CH2:14][N:13]([C:17]2[CH:22]=[CH:21][C:20]([NH:23][S:24]([C:27]3[CH:28]=[CH:29][CH:30]=[CH:31][CH:32]=3)(=[O:25])=[O:26])=[C:19]([N:33]([CH3:38])[S:34]([CH3:37])(=[O:35])=[O:36])[CH:18]=2)[CH2:12][CH2:11]1)=[O:9])([CH3:6])([CH3:5])[CH3:4].[C:3]([O:7][C:8]([N:10]1[CH2:16][CH2:15][CH2:14][N:13]([C:17]2[CH:22]=[CH:21][C:20]([N:23]([CH3:38])[S:24]([C:27]3[CH:28]=[CH:29][CH:30]=[CH:31][CH:32]=3)(=[O:25])=[O:26])=[C:19]([NH:33][S:34]([CH3:37])(=[O:35])=[O:36])[CH:18]=2)[CH2:12][CH2:11]1)=[O:9])([CH3:6])([CH3:5])[CH3:4] |f:2.3.4|. Procedure details: MeI (45 μL, 0.72 mmol) was added to a mixture of N-{4-(4-t-butyloxycarbonyl-1,4-diazepan-1-yl)-2-[(methylsulfonyl)amino]phenyl}benzenesulfonamide (0.189 g, 0.36 mmol) and K2CO3 (0.124, 0.90 mmol) in acetone (25 mL). The mixture was stirred at r.t. for 2 h, filtered and the solvent was removed. Columnchromatography (DCM/MeOH/Heptane 4:1:15) gave 110 mg of N-{4-(4-t-butyloxycarbonyl 1,4-diazepan-1-yl)-2-[methyl(methylsulfonyl)amino]-phenyl}benzenesulfonamide and 20 mg of N-{4-(4-t-butyloxycarbonyl... The reactants are BrCC1=C(C=CC(=C1)F)Cl (2-(bromomethyl)-1-chloro-4-fluorobenzene), [Na+].[I-] (NaI), C(#N)[S-].[K+] (KSCN). Run in CN(C)C=O (DMF), O (water). Conditions: temperature 90 celsius. The product is ClC1=C(C=C(C=C1)F)CN=C=S (1-chloro-4-fluoro-2-(isothiocyanatomethyl)benzene). As a reaction SMILES: Br[CH2:2][C:3]1[CH:8]=[C:7]([F:9])[CH:6]=[CH:5][C:4]=1[Cl:10].[Na+].[I-].[C:13]([S-:15])#[N:14].[K+]>CN(C=O)C.O>[Cl:10][C:4]1[CH:5]=[CH:6][C:7]([F:9])=[CH:8][C:3]=1[CH2:2][N:14]=[C:13]=[S:15] |f:1.2,3.4|. Procedure details: To a solution of 2-(bromomethyl)-1-chloro-4-fluorobenzene (25, 22.3 g, 100 mmol) in dry DMF (150 mL) were added NaI (16.0 g, 107 mmol) and KSCN (19.5 g, 200 mmol) The mixture was heated under N2 at 90° C. for 18 h. After cooling to RT, the mixture was diluted with water (200 mL), and extracted with EtOAc (200 mL×2). The combined extracts were washed with brine, dried over MgSO4, and concentrated to give crude product. This was purified by column chromatography on silica gel, and eluted with petr...